From a dataset of the Open Reaction Database (ORD), a public repository of structured organic reaction records. describe an organic reaction: reactants, conditions, products, and yield Reactants: C(C)(=O)O (acetic acid), C(C)(=O)O[BH-](OC(C)=O)OC(C)=O.[Na+] (sodium triacetoxyborohydride), NC1=CC(=C(CN2C(C(C3=CC(=CC=C23)Cl)(C)C2=C(C=CC=C2)Cl)=O)C=C1)OC (1-(4-Amino-2-methoxybenzyl)-5-chloro-3-(2-chlorophenyl)-3-methylindolin-2-one), C(O)([O-])=O.[Na+] (sodium hydrogencarbonate). Solvent: ClCCCl (1,2-dichloroethane), CC(=O)C (acetone). Reaction conditions: time 2 hour. Yields the product ClC=1C=C2C(C(N(C2=CC1)CC1=C(C=C(C=C1)NC(C)C)OC)=O)(C)C1=C(C=CC=C1)Cl (5-Chloro-3-(2-chlorophenyl)-1-(4-isopropylamino-2-methoxybenzyl)-3-methylindolin-2-one). Reaction SMILES: [C:1](O)(=O)[CH3:2].[C:5](O[BH-](OC(=O)C)OC(=O)C)(=O)C.[Na+].[NH2:19][C:20]1[CH:45]=[CH:44][C:23]([CH2:24][N:25]2[C:33]3[C:28](=[CH:29][C:30]([Cl:34])=[CH:31][CH:32]=3)[C:27]([C:36]3[CH:41]=[CH:40][CH:39]=[CH:38][C:37]=3[Cl:42])([CH3:35])[C:26]2=[O:43])=[C:22]([O:46][CH3:47])[CH:21]=1.C(=O)([O-])O.[Na+]>ClCCCl.CC(C)=O>[Cl:34][C:30]1[CH:29]=[C:28]2[C:33](=[CH:32][CH:31]=1)[N:25]([CH2:24][C:23]1[CH:44]=[CH:45][C:20]([NH:19][CH:1]([CH3:2])[CH3:5])=[CH:21][C:22]=1[O:46][CH3:47])[C:26](=[O:43])[C:27]2([C:36]1[CH:41]=[CH:40][CH:39]=[CH:38][C:37]=1[Cl:42])[CH3:35] |f:1.2,4.5|. Reported procedure: 0.26 ml of acetic acid, 0.14 ml of acetone and then 0.56 g of sodium triacetoxyborohydride are added to 0.40 g of the compound of Example 48 in 10 ml of 1,2-dichloroethane at room temperature. After stirring for 2 hours at room temperature, the reaction mixture is hydrolysed with an aqueous sodium hydrogencarbonate solution and extracted with ethyl acetate. The organic phase is washed with water and dried over anhydrous sodium sulphate and the solvents are evaporated under reduced pressure. The ... Conditions: temperature 0 celsius, time 2 hour. Solvent: C1CCOC1 (THF), C1CCOC1 (THF). RXN SMILES: [C:1]1([S:7]([N:10]2[C:18]3[C:13](=[CH:14][CH:15]=[CH:16][CH:17]=3)[CH:12]=[CH:11]2)(=[O:9])=[O:8])[CH:6]=[CH:5][CH:4]=[CH:3][CH:2]=1.C([Li])CCC.CCCCCC.[CH3:30][N:31]([CH3:45])[C:32]1([C:39]2[CH:44]=[CH:43][CH:42]=[CH:41][CH:40]=2)[CH2:37][CH2:36][C:35](=[O:38])[CH2:34][CH2:33]1>C1COCC1>[C:1]1([S:7]([N:10]2[C:18]3[C:13](=[CH:14][CH:15]=[CH:16][CH:17]=3)[CH:12]=[C:11]2[C:35]2([OH:38])[CH2:36][CH2:37][C:32]([N:31]([CH3:30])[CH3:45])([C:39]3[CH:44]=[CH:43][CH:42]=[CH:41][CH:40]=3)[CH2:33][CH2:34]2)(=[O:9])=[O:8])[CH:2]=[CH:3][CH:4]=[CH:5][CH:6]=1. Yield: 21.0%. Procedure: A solution of 1-benzenesulfonyl-1H-indol (600 mg, 2.33 mmol) in dry THF (30 ml) was cooled to −5° C. under a stream of argon. n-butyllithium (2.79 mmol, 1.75 ml of a 1.6 molar hexane solution) were added dropwise in such a way that a reaction temperature of 0° C. was not exceeded. Once all the substance had been added, the reaction mixture was stirred for 2 hours at 0° C. A solution of 4-dimethylamino-4-phenylcyclohexanone (493 mg, 2.33 mmol) in dry THF (5 ml) was added dropwise at 0° C. The mix... Product: C1(=CC=CC=C1)S(=O)(=O)N1C(=CC2=CC=CC=C12)C1(CCC(CC1)(C1=CC=CC=C1)N(C)C)O (1-(1-benzenesulfonyl-1H-indol-2-yl)-4-dimethylamino-4-phenylcyclohexanol). The reactants are CN(C1(CCC(CC1)=O)C1=CC=CC=C1)C (4-dimethylamino-4-phenylcyclohexanone), C(CCC)[Li] (n-butyllithium), CCCCCC (hexane), C1(=CC=CC=C1)S(=O)(=O)N1C=CC2=CC=CC=C12 (1-benzenesulfonyl-1H-indol). Reactants: COC(=O)c1c(C(F)(F)F)[nH]c2c(OCc3ccccc3)cc3c(c12)C(COC(C)=O)CN3C(=O)OC(C)(C)C, O=C([O-])[O-], CO, [K+], [K+], O, O=C(O)CC(O)(CC(=O)O)C(=O)O. Yields the product COC(=O)c1c(C(F)(F)F)[nH]c2c(OCc3ccccc3)cc3c(c12)C(CO)CN3C(=O)OC(C)(C)C. RXN SMILES: [C:1](=[O:2])([CH3:3])[O:4][CH2:5][CH:6]1[CH2:7][N:8]([C:34](=[O:35])[O:36][C:37]([CH3:38])([CH3:39])[CH3:40])[c:9]2[c:10]1[c:11]1[c:12]([C:30](=[O:31])[O:32][CH3:33])[c:13]([C:26]([F:27])([F:28])[F:29])[nH:14][c:15]1[c:16]([O:18][CH2:19][c:20]1[cH:21][cH:22][cH:23][cH:24][cH:25]1)[cH:17]2.[C:41](=[O:42])([O-:43])[O-:44].[CH3:60][OH:61].[K+:45].[K+:46].[OH2:62].[OH:47][C:48]([CH2:49][C:50]([C:51](=[O:52])[OH:53])([CH2:54][C:55](=[O:56])[OH:57])[OH:58])=[O:59]>>[OH:4][CH2:5][CH:6]1[CH2:7][N:8]([C:34](=[O:35])[O:36][C:37]([CH3:38])([CH3:39])[CH3:40])[c:9]2[c:10]1[c:11]1[c:12]([C:30](=[O:31])[O:32][CH3:33])[c:13]([C:26]([F:27])([F:28])[F:29])[nH:14][c:15]1[c:16]([O:18][CH2:19][c:20]1[cH:21][cH:22][cH:23][cH:24][cH:25]1)[cH:17]2. Starting materials: CC(=O)OI1(C=2C=CC=CC2C(=O)O1)(OC(=O)C)OC(=O)C (Dess-Martin Periodinane), BrC1=CC(=C(C(=C1)C)CCO)C (2-(4-bromo-2,6-dimethylphenyl)ethanol). Solvent: C(Cl)Cl (CH2Cl2). Reaction conditions: time 2 hour. The product is BrC1=CC(=C(C(=C1)C)CC=O)C (2-(4-bromo-2,6-dimethylphenyl)acetaldehyde). Yield: 100.4%. RXN SMILES: CC(OI1(OC(C)=O)(OC(C)=O)OC(=O)C2C=CC=CC1=2)=O.[Br:23][C:24]1[CH:29]=[C:28]([CH3:30])[C:27]([CH2:31][CH2:32][OH:33])=[C:26]([CH3:34])[CH:25]=1>C(Cl)Cl>[Br:23][C:24]1[CH:25]=[C:26]([CH3:34])[C:27]([CH2:31][CH:32]=[O:33])=[C:28]([CH3:30])[CH:29]=1. Procedure details: Dess-Martin Periodinane (5.2 g, 12.5 mmol) was added portionwise to a solution of 32B (2.6 g, 11.4 mmol) in CH2Cl2 (60 mL) at 0° C. and the mixture was stirred at ambient temperature for 2 h. The reaction mixture was filtered and stirred with NaOH (1.0 M, 40 mL) for 10 min. The organic layer washed with brine, dried over Na2SO4 and concentrated to yield 53A (2.6 g, 99%) as a light yellow oil. 1H NMR (400 MHz, CDCl3) δ ppm 2.24 (s, 6 H) 3.71 (d, J=1.77 Hz, 2 H) 7.20-7.20 (m, 2 H) 9.66 (t, J=1.89 ... The reactants are ClC1=C(C(=O)NCC=O)C=CC=C1Cl (2,3-dichloro-N-(2-oxo-ethyl)-benzamide), Cl.NO (hydroxylamine hydrochloride), C(C)(=O)[O-].[Na+] (sodium acetate). Run in CO (MeOH). Conditions: time 1.5 hour. Product: ClC1=C(C(=O)NCCN(O)C=O)C=CC=C1Cl (2,3-Dichloro-N-[2-(N-formyl-N-hydroxy-amino)-ethyl]-benzamide). Yield: 88.4%. RXN SMILES: [Cl:1][C:2]1[C:13]([Cl:14])=[CH:12][CH:11]=[CH:10][C:3]=1[C:4]([NH:6][CH2:7][CH:8]=O)=[O:5].Cl.[NH2:16][OH:17].[C:18]([O-:21])(=O)C.[Na+]>CO>[Cl:1][C:2]1[C:13]([Cl:14])=[CH:12][CH:11]=[CH:10][C:3]=1[C:4]([NH:6][CH2:7][CH2:8][N:16]([CH:18]=[O:21])[OH:17])=[O:5] |f:1.2,3.4|. Procedure details: To a solution of 2,3-dichloro-N-(2-oxo-ethyl)-benzamide (33 g, 0.14 mol) in MeOH (500 mL) was added hydroxylamine hydrochloride (20 g, 0.28 mol) and sodium acetate (23.6 g, 0.28 mol). The mixture was stirred 1.5 h and the MeOH was removed in vacuo. The residue was partioned between saturated NaHCO3 (200 mL) and dichloromethane/MeOH (9:1; 100 mL). The aqueous layer was extracted (4×100 mL) with dichloromethane/MeOH (9:1). The combined organic extracts were washed with brine (50 mL), were dried (N...